describe an organic reaction: reactants, conditions, products, and yield From a dataset of the Open Reaction Database (ORD), a public repository of structured organic reaction records. The reactants are COC=1C=C(C=CC1OC)CCCC(C=C)=O (6-(3,4-dimethoxyphenyl)hex-1-en-3-one), COC=1C=C(C=CC1OC)CCCC(CCN(CC)CC)=O (6-(3,4-dimethoxyphenyl)-1-diethylaminohexan-3-one). Solvent: [OH-].[K+] (potassium hydroxide). The product is C(C)C1C(CCC1=O)=O (2-ethyl-cyclopentane-1,3-dione). RXN SMILES: COC1C=[C:5]([CH2:11][CH2:12][CH2:13]C(=O)C=C)[CH:6]=[CH:7][C:8]=1[O:9]C.C[O:19]C1C=C(CCCC(=O)CCN(CC)CC)C=CC=1OC>[OH-].[K+]>[CH2:12]([CH:11]1[C:5](=[O:19])[CH2:6][CH2:7][C:8]1=[O:9])[CH3:13] |f:2.3|. Reported procedure: Reflux 6-(3,4-dimethoxyphenyl)hex-1-en-3-one, containing a small amount of 6-(3,4-dimethoxyphenyl)-1-diethylaminohexan-3-one (6 g, produced by slow distillation of the latter substance) with 2-ethyl-cyclopentane-1,3-dione (3.5 g) in 0.12% anhydrous methanolic potassium hydroxide (10 cc) for 10 hours. Remove most of the methanol under reduced pressure, add benzene (25 cc) and ether (25 cc) and wash the solution with water, dilute aqueous potassium hydroxide, dilute hydrochloric acid and water. Dr...